describe an organic reaction: reactants, conditions, products, and yield From a dataset of the Open Reaction Database (ORD), a public repository of structured organic reaction records. Starting materials: C(C)(C)OC(=O)C=1C(C2=C(N=CNC2=O)NC1C)C1=CC(=CC=C1)[N+](=O)[O-] ((±)-3,4,5,8-tetrahydro-7-methyl-5-(3-nitrophenyl)-4-oxo-pyrido[2,3-d]-pyrimidine-6-carboxylic acid isopropyl ester), C[O+](C)C.F[B-](F)(F)F (trimethyloxonium tetrafluoroborate). Solvent: ClCCCl (1,2-dichloroethane). Reaction conditions: time 3 hour. Product: C(C)(C)OC(=O)C=1C(C2=C(N=CN=C2OC)NC1C)C1=CC(=CC=C1)[N+](=O)[O-] ((±)-5,8-Dihydro-4-methoxy-7-methyl-5-(3-nitrophenyl)pyrido[2,3-d]pyrimidine-6-carboxylic acid isopropyl ester). RXN SMILES: [CH:1]([O:4][C:5]([C:7]1[CH:8]([C:19]2[CH:24]=[CH:23][CH:22]=[C:21]([N+:25]([O-:27])=[O:26])[CH:20]=2)[C:9]2[C:14](=[O:15])[NH:13][CH:12]=[N:11][C:10]=2[NH:16][C:17]=1[CH3:18])=[O:6])([CH3:3])[CH3:2].[CH3:28][O+](C)C.F[B-](F)(F)F>ClCCCl>[CH:1]([O:4][C:5]([C:7]1[CH:8]([C:19]2[CH:24]=[CH:23][CH:22]=[C:21]([N+:25]([O-:27])=[O:26])[CH:20]=2)[C:9]2[C:14]([O:15][CH3:28])=[N:13][CH:12]=[N:11][C:10]=2[NH:16][C:17]=1[CH3:18])=[O:6])([CH3:3])[CH3:2] |f:1.2|. Reported procedure: Three and 0.7 g (10 mmol) (±)-3,4,5,8-tetrahydro-7-methyl-5-(3-nitrophenyl)-4-oxo-pyrido[2,3-d]-pyrimidine-6-carboxylic acid isopropyl ester and 3.0 g (20 mmol) trimethyloxonium-tetrafluoroborate are stirred in 150 ml 1,2-dichloroethane in nitrogen atmosphere and at room temperature for three hours. The product is extracted twice with 50 ml saturated sodium hydrogen carbonate solution, the organic phase is separated, dried over sodium sulfate and reduced under vacuum. Twice recrystallizing the r... The reactants are ClC=1C=C(C=CC1Cl)C(CC=O)C1NC(C2=CC=CC=C12)=O (3-(3,4-dichlorophenyl)-3-(3-oxo-2,3-dihydro-1H-isoindol-1-yl)propionaldehyde), hydrochloride salt, OC1(CCNCC1)C1=CC=CC=C1 (4-hydroxy-4-phenyl-piperidine), amine. Solvent: ClCCl.CO (dichloromethane methanol). The product is Cl.ClC=1C=C(C=CC1Cl)C(CCN1CCC(CC1)(C1=CC=CC=C1)O)C1NC(C2=CC=CC=C12)=O (3-[1-(3,4-Dichlorophenyl)-3-(4-hydroxy-4-phenyl-piperidino)propyl]-2,3-dihydroisoindol-1-one hydrochloride). The yield is 67.0%. RXN SMILES: [Cl:1][C:2]1[CH:3]=[C:4]([CH:9]([CH:13]2[C:21]3[C:16](=[CH:17][CH:18]=[CH:19][CH:20]=3)[C:15](=[O:22])[NH:14]2)[CH2:10][CH:11]=O)[CH:5]=[CH:6][C:7]=1[Cl:8].[OH:23][C:24]1([C:30]2[CH:35]=[CH:34][CH:33]=[CH:32][CH:31]=2)[CH2:29][CH2:28][NH:27][CH2:26][CH2:25]1>ClCCl.CO>[ClH:1].[Cl:1][C:2]1[CH:3]=[C:4]([CH:9]([CH:13]2[C:21]3[C:16](=[CH:17][CH:18]=[CH:19][CH:20]=3)[C:15](=[O:22])[NH:14]2)[CH2:10][CH2:11][N:27]2[CH2:28][CH2:29][C:24]([OH:23])([C:30]3[CH:31]=[CH:32][CH:33]=[CH:34][CH:35]=3)[CH2:25][CH2:26]2)[CH:5]=[CH:6][C:7]=1[Cl:8] |f:2.3,4.5|. Reported procedure: 3-(3,4-dichlorophenyl)-3-(3-oxo-2,3-dihydro-1H-isoindol-1-yl)propionaldehyde (0.75 g) was coupled to 4-hydroxy-4-phenyl-piperidine (0.34 g) as described in Example 1. After chromatography, using dichloromethane:methanol (20:1) as eluent, the free amine was converted to the hydrochloride salt, to give the title compound as a white solid (0.4 g); mp 190° C.(dec); MS: m/z=495(M+1); NMR (CDCl3): 2.02 (broad,4), 2.70 (broad,4), 4.92 (broad,1), 6.95-7.73 (m,12). Analysis for C28H28Cl2N2O2.HCl.0.5 H2O:... Reactants: N1N=CC=C1NC(C)=O (N-(1H-pyrazol-5-yl)acetamide), I(=O)(=O)O (iodic acid), II (iodine). Run in C(C)O (ethanol). Reaction conditions: temperature 60 celsius. Yields the product IC=1C=NNC1NC(C)=O (N-(4-iodo-1H-pyrazol-5-yl)acetamide). Isolated yield 348.6%. As a reaction SMILES: [NH:1]1[C:5]([NH:6][C:7](=[O:9])[CH3:8])=[CH:4][CH:3]=[N:2]1.[I:10](O)(=O)=O.II>C(O)C>[I:10][C:4]1[CH:3]=[N:2][NH:1][C:5]=1[NH:6][C:7](=[O:9])[CH3:8]. Procedure: A suspension of N-(1H-pyrazol-5-yl)acetamide (60 g, 0.48 mol), iodic acid (21.1 g, 0.12 mol) and iodine (61 g, 0.24 mol) in ethanol (1.6 L) was heated at 60° C. for 1.5 h and cooled to room temperature. The reaction mixture was concentrated in vacuo and partitioned between ethyl acetate and 2 M Na2S2O3 aq. solution. The layers were separated and the aqueous extracted with ethyl acetate. The combined organic layers were dried (MgSO4), filtered and concentrated in vacuo to provide the title compou... Starting materials: O1CCC(CC1)O (Tetrahydro-4H-pyran-4-ol), C1(=CC=CC=C1)P(C1=CC=CC=C1)C1=CC=CC=C1 (triphenylphosphine), N(=NC(=O)OCC)C(=O)OCC (diethyl azodicarboxylate), N(=NC(=O)OCC)C(=O)OCC (Diethyl azodicarboxylate), NC1=C2C(=NC=N1)NN=C2C2=CC(=C(C=C2)NC(C2=C(C=C(C=C2)C(F)(F)F)F)=O)OC (N1-[4-(4-amino-1H-pyrazolo[3,4-d]pyrimidin-3-yl)-2-methoxyphenyl]-2-fluoro-4-trifluoromethylbenzamide), C1(=CC=CC=C1)P(C1=CC=CC=C1)C1=CC=CC=C1 (triphenylphosphine), O1CCC(CC1)O (tetrahydro-4H-pyran-4-ol). The solvent is O1CCCC1 (tetrahydrofuran). Run at time 8 hour. The product is NC1=C2C(=NC=N1)N(N=C2C2=CC(=C(C=C2)NC(C2=C(C=C(C=C2)C(F)(F)F)F)=O)OC)C2CCOCC2 (N1-[4-(4-amino-1-tetrahydro-2H-4-pyranyl-1H-pyrazolo[3,4-d]pyrimidin-3-yl)-2-methoxyphenyl]-2-fluoro-4-trifluoromethylbenzamide). The yield is 27.3%. Reaction SMILES: N(C(OCC)=O)=NC(OCC)=O.[NH2:13][C:14]1[N:19]=[CH:18][N:17]=[C:16]2[NH:20][N:21]=[C:22]([C:23]3[CH:28]=[CH:27][C:26]([NH:29][C:30](=[O:42])[C:31]4[CH:36]=[CH:35][C:34]([C:37]([F:40])([F:39])[F:38])=[CH:33][C:32]=4[F:41])=[C:25]([O:43][CH3:44])[CH:24]=3)[C:15]=12.C1(P(C2C=CC=CC=2)C2C=CC=CC=2)C=CC=CC=1.[O:64]1[CH2:69][CH2:68][CH:67](O)[CH2:66][CH2:65]1>O1CCCC1>[NH2:13][C:14]1[N:19]=[CH:18][N:17]=[C:16]2[N:20]([CH:67]3[CH2:68][CH2:69][O:64][CH2:65][CH2:66]3)[N:21]=[C:22]([C:23]3[CH:28]=[CH:27][C:26]([NH:29][C:30](=[O:42])[C:31]4[CH:36]=[CH:35][C:34]([C:37]([F:39])([F:40])[F:38])=[CH:33][C:32]=4[F:41])=[C:25]([O:43][CH3:44])[CH:24]=3)[C:15]=12. Reported procedure: Diethyl azodicarboxylate (0.07 mL, 0.45 mmol) was added into a mixture of N1-[4-(4-amino-1H-pyrazolo[3,4-d]pyrimidin-3-yl)-2-methoxyphenyl]-2-fluoro-4-trifluoromethylbenzamide (0.10 g, 0.22 mmol), triphenylphosphine (0.12 g, 0.45 mmol) and tetrahydro-4H-pyran-4-ol (0.04 g, 0.34 mmol) in tetrahydrofuran (5 mL) and the mixture was stirred at ambient temperature overnight. Tetrahydro-4H-pyran-4-ol (0.01 g, 0.11 mmol), triphenylphosphine (0.04 g, 0.15 mmol) and diethyl azodicarboxylate (0.02 mL, 0.1... The reactants are C=[N+]=[N-], O=C(O)C1Cc2c(n(C(=S)SCc3cccs3)c3ccccc23)CN1C(=S)SCc1cccs1. Yields the product COC(=O)C1Cc2c(n(C(=S)SCc3cccs3)c3ccccc23)CN1C(=S)SCc1cccs1. As a reaction SMILES: [N+:35](=[N-:36])=[CH2:37].[c:1]1([CH2:6][S:7][C:8](=[S:9])[N:10]2[CH2:11][c:12]3[n:13]([C:26](=[S:27])[S:28][CH2:29][c:30]4[cH:31][cH:32][cH:33][s:34]4)[c:14]4[cH:15][cH:16][cH:17][cH:18][c:19]4[c:20]3[CH2:21][CH:22]2[C:23](=[O:24])[OH:25])[cH:2][cH:3][cH:4][s:5]1>>[c:1]1([CH2:6][S:7][C:8](=[S:9])[N:10]2[CH2:11][c:12]3[n:13]([C:26](=[S:27])[S:28][CH2:29][c:30]4[cH:31][cH:32][cH:33][s:34]4)[c:14]4[cH:15][cH:16][cH:17][cH:18][c:19]4[c:20]3[CH2:21][CH:22]2[C:23](=[O:24])[O:25][CH3:37])[cH:2][cH:3][cH:4][s:5]1. Reactants: C(=O)(O)C1=CC=C(C=O)C=C1 (4-carboxybenzaldehyde), N1C=CC=C1 (pyrrole). The solvent is C(CC)(=O)O (propionic acid). The product is C(=O)(O)C1=CC=C(C=C1)C=1C2=CC=C(N2)C(=C2C=CC(C(=C3C=CC(=C(C=4C=CC1N4)C4=CC=C(C=C4)C(=O)O)N3)C3=CC=C(C=C3)C(=O)O)=N2)C2=CC=C(C=C2)C(=O)O (5,10,15,20-tetra(4-carboxyphenyl)porphine). Yield: 17.5%. As a reaction SMILES: [C:1]([C:4]1[CH:11]=[CH:10][C:7]([CH:8]=O)=[CH:6][CH:5]=1)([OH:3])=[O:2].[NH:12]1[CH:16]=[CH:15][CH:14]=[CH:13]1>C(O)(=O)CC>[C:1]([C:4]1[CH:11]=[CH:10][C:7]([C:8]2[C:16]3[NH:12][C:13]([C:8]([C:7]4[CH:10]=[CH:11][C:4]([C:1]([OH:3])=[O:2])=[CH:5][CH:6]=4)=[C:13]4[N:12]=[C:16]([C:8]([C:7]5[CH:10]=[CH:11][C:4]([C:1]([OH:3])=[O:2])=[CH:5][CH:6]=5)=[C:13]5[NH:12][C:16](=[C:8]([C:7]6[CH:6]=[CH:5][C:4]([C:1]([OH:3])=[O:2])=[CH:11][CH:10]=6)[C:13]6[CH:14]=[CH:15][C:16]=2[N:12]=6)[CH:15]=[CH:14]5)[CH:15]=[CH:14]4)=[CH:14][CH:15]=3)=[CH:6][CH:5]=1)([OH:3])=[O:2]. Reported procedure: In refluxed propionic acid, 30 g of 4-carboxybenzaldehyde was reacted with 13.4 g of pyrrole to obtain 6.9 g of 5,10,15,20-tetra(4-carboxyphenyl)porphine. This porphine derivative was reacted with an aqueous solution containing four equivalents of sodium hydroxide to obtain tetrasodium 5,10,15,20-tetra(4-carbonatophenyl)porphine. The reactants are O=C([O-])O, COC(=O)C1=C(C)NC(C)=C(C(=O)OCC=Cc2ccc(OC3CCCCO3)cc2)C1c1cccc([N+](=O)[O-])c1, CO, [Na+], Cc1ccc(S(=O)(=O)O)cc1. Product: COC(=O)C1=C(C)NC(C)=C(C(=O)OCC=Cc2ccc(O)cc2)C1c1cccc([N+](=O)[O-])c1. Reaction SMILES: [C:52](=[O:53])([O-:54])[OH:55].[CH3:1][C:2]1=[C:7]([C:8](=[O:9])[O:10][CH3:11])[CH:6]([c:12]2[cH:13][c:14]([N+:18](=[O:19])[O-:20])[cH:15][cH:16][cH:17]2)[C:5]([C:21](=[O:22])[O:23][CH2:24][CH:25]=[CH:26][c:27]2[cH:28][cH:29][c:30]([O:33][CH:34]3[CH2:35][CH2:36][CH2:37][CH2:38][O:39]3)[cH:31][cH:32]2)=[C:4]([CH3:40])[NH:3]1.[CH3:57][OH:58].[Na+:56].[c:41]1([CH3:42])[cH:43][cH:44][c:45]([S:46]([OH:47])(=[O:48])=[O:49])[cH:50][cH:51]1>>[CH3:1][C:2]1=[C:7]([C:8](=[O:9])[O:10][CH3:11])[CH:6]([c:12]2[cH:13][c:14]([N+:18](=[O:19])[O-:20])[cH:15][cH:16][cH:17]2)[C:5]([C:21](=[O:22])[O:23][CH2:24][CH:25]=[CH:26][c:27]2[cH:28][cH:29][c:30]([OH:33])[cH:31][cH:32]2)=[C:4]([CH3:40])[NH:3]1.